This data is from the Open Reaction Database (ORD), a public repository of structured organic reaction records. The task is: describe an organic reaction: reactants, conditions, products, and yield The reactants are CC=1C(=NC(=NC1C)NCC1=NC=CC=C1)NC1CCN(CC1)C(=O)OC(C)(C)C (tert-butyl 4-({5,6-dimethyl-2-[(pyridin-2-ylmethyl)amino]pyrimidin-4-yl}amino)piperidine-1-carboxylate), Cl (hydrogen chloride). The solvent is O1CCOCC1 (dioxane). Conditions: time 8 hour. The product is CC=1C(=NC(=NC1C)NCC1=NC=CC=C1)NC1CCNCC1 (5,6-dimethyl-N4-(piperidin-4-yl)-N2-(pyridin-2-ylmethyl)pyrimidine-2,4-diamine). As a reaction SMILES: [CH3:1][C:2]1[C:3]([NH:17][CH:18]2[CH2:23][CH2:22][N:21](C(OC(C)(C)C)=O)[CH2:20][CH2:19]2)=[N:4][C:5]([NH:9][CH2:10][C:11]2[CH:16]=[CH:15][CH:14]=[CH:13][N:12]=2)=[N:6][C:7]=1[CH3:8].Cl>O1CCOCC1>[CH3:1][C:2]1[C:3]([NH:17][CH:18]2[CH2:23][CH2:22][NH:21][CH2:20][CH2:19]2)=[N:4][C:5]([NH:9][CH2:10][C:11]2[CH:16]=[CH:15][CH:14]=[CH:13][N:12]=2)=[N:6][C:7]=1[CH3:8]. Procedure: tert-Butyl 4-({5,6-dimethyl-2-[(pyridin-2-ylmethyl)amino]pyrimidin-4-yl}amino)piperidine-1-carboxylate (100 mg, 0.24 mmol, Example 82) was suspended in a solution of 3 M hydrogen chloride in dioxane (10 mL). The reaction mixture was stirred at ambient temperature overnight, and then the solvent was removed under reduced pressure. The residue was purified by flash chromatography on silica gel eluted with mixture of chloroform/ethanol/20% water solution of ammonia (200:10:1) to afford the titled c... Starting materials: S(O)(O)(=O)=O (sulfuric acid), CO (methanol), C(CCCCC(C)C)(=O)O (isooctanoic acid). The solvent is C1(=CC=CC=C1)C (toluene). Product: COC(CCCCC(C)C)=O (isooctanoic acid methylester). The yield is 95.0%. As a reaction SMILES: S(=O)(=O)(O)O.[CH3:6]O.[C:8]([OH:17])(=[O:16])[CH2:9][CH2:10][CH2:11][CH2:12][CH:13]([CH3:15])[CH3:14]>C1(C)C=CC=CC=1>[CH3:6][O:16][C:8](=[O:17])[CH2:9][CH2:10][CH2:11][CH2:12][CH:13]([CH3:15])[CH3:14]. Procedure: 2 g concentrated sulfuric acid were added to a solution of 32 g (1 mol) methanol and 144 g (1 mol) "isooctanoic acid" (isomeric mixture from Ruhrchemie A. G. Oberhausen) in 200 ml toluene and heated to boiling with hater separation until the equimolar amount of water separates (about 2 hours). After cooling it was washed with water and then with 10% sodium bicarbonate solution. The solvent was distilled off under reduced pressure. The remaining end-product after distillation over a 15 cm Vigreux...